Task: describe an organic reaction: reactants, conditions, products, and yield. Dataset: the Open Reaction Database (ORD), a public repository of structured organic reaction records Starting materials: O=C(c1ncc[nH]1)c1ncc[nH]1, CC(C)O, Cl, Cl, NC(=O)c1cccc(N)c1N, CN(C)C=O, O=C(NC1(C(=O)O)CCCCC1)OCC1c2ccccc2-c2ccccc21, c1ccncc1. The product is NC(=O)c1cccc(NC(=O)C2(NC(=O)OCC3c4ccccc4-c4ccccc43)CCCCC2)c1N. Reaction SMILES: [C:28]([c:29]1[nH:30][cH:31][cH:32][n:33]1)([c:34]1[nH:35][cH:36][cH:37][n:38]1)=[O:39].[CH:53]([OH:54])([CH3:55])[CH3:56].[ClH:40].[ClH:41].[NH2:42][c:43]1[c:44]([C:45](=[O:46])[NH2:47])[cH:48][cH:49][cH:50][c:51]1[NH2:52].[O:63]=[CH:64][N:65]([CH3:66])[CH3:67].[cH:1]1[cH:2][cH:3][cH:4][c:5]2[c:13]1[CH:12]([CH2:14][O:15][C:16](=[O:17])[NH:18][C:19]1([C:25](=[O:26])[OH:27])[CH2:20][CH2:21][CH2:22][CH2:23][CH2:24]1)[c:11]1[c:6]-2[cH:7][cH:8][cH:9][cH:10]1.[cH:57]1[cH:58][cH:59][n:60][cH:61][cH:62]1>>[cH:1]1[cH:2][cH:3][cH:4][c:5]2[c:13]1[CH:12]([CH2:14][O:15][C:16](=[O:17])[NH:18][C:19]1([C:25](=[O:26])[NH:52][c:51]3[c:43]([NH2:42])[c:44]([C:45](=[O:46])[NH2:47])[cH:48][cH:49][cH:50]3)[CH2:20][CH2:21][CH2:22][CH2:23][CH2:24]1)[c:11]1[c:6]-2[cH:7][cH:8][cH:9][cH:10]1. Reactants: CC(C)(C)OC(=O)N1CC(O)C1, C1CCOC1, [H-], Cc1cc(F)ccc1[N+](=O)[O-], [Na+]. The product is Cc1cc(OC2CN(C(=O)OC(C)(C)C)C2)ccc1[N+](=O)[O-]. As a reaction SMILES: [C:1](=[O:2])([O:3][C:4]([CH3:5])([CH3:6])[CH3:7])[N:8]1[CH2:9][CH:10]([OH:12])[CH2:11]1.[CH2:26]1[O:27][CH2:28][CH2:29][CH2:30]1.[H-:13].[N+:15](=[O:16])([O-:17])[c:18]1[c:19]([CH3:25])[cH:20][c:21]([F:24])[cH:22][cH:23]1.[Na+:14]>>[C:1](=[O:2])([O:3][C:4]([CH3:5])([CH3:6])[CH3:7])[N:8]1[CH2:9][CH:10]([O:12][c:21]2[cH:20][c:19]([CH3:25])[c:18]([N+:15](=[O:16])[O-:17])[cH:23][cH:22]2)[CH2:11]1. The reactants are CC(C)(C)[Si](C)(C)OCC(O)C1CN(Cc2ccccc2)CC1c1ccc(Cl)c(Cl)c1, C1CCOC1, CCOC(C)=O, Oc1ccc(Cl)cn1, c1ccc(P(c2ccccc2)c2ccccc2)cc1. Product: CC(C)(C)[Si](C)(C)OCC(Oc1ccc(Cl)cn1)C1CN(Cc2ccccc2)CC1c1ccc(Cl)c(Cl)c1. Reaction SMILES: [CH2:1]([c:2]1[cH:3][cH:4][cH:5][cH:6][cH:7]1)[N:8]1[CH2:9][CH:10]([CH:21]([CH2:22][O:23][Si:24]([CH3:25])([CH3:26])[C:27]([CH3:28])([CH3:29])[CH3:30])[OH:31])[CH:11]([c:13]2[cH:14][c:15]([Cl:20])[c:16]([Cl:19])[cH:17][cH:18]2)[CH2:12]1.[CH2:59]1[O:60][CH2:61][CH2:62][CH2:63]1.[CH3:64][CH2:65][O:66][C:67](=[O:68])[CH3:69].[Cl:51][c:52]1[cH:53][cH:54][c:55]([OH:58])[n:56][cH:57]1.[c:32]1([P:33]([c:34]2[cH:35][cH:36][cH:37][cH:38][cH:39]2)[c:40]2[cH:41][cH:42][cH:43][cH:44][cH:45]2)[cH:46][cH:47][cH:48][cH:49][cH:50]1>>[CH2:1]([c:2]1[cH:3][cH:4][cH:5][cH:6][cH:7]1)[N:8]1[CH2:9][CH:10]([CH:21]([CH2:22][O:23][Si:24]([CH3:25])([CH3:26])[C:27]([CH3:28])([CH3:29])[CH3:30])[O:31][c:55]2[cH:54][cH:53][c:52]([Cl:51])[cH:57][n:56]2)[CH:11]([c:13]2[cH:14][c:15]([Cl:20])[c:16]([Cl:19])[cH:17][cH:18]2)[CH2:12]1. The reactants are [Cl-].[Na+] (sodium chloride), CC(C1C(=O)NC(C(=O)NC(C(=O)NC(C(=O)NC(CSSCC(C(=O)NC(C(=O)NC(C(=O)NC(C(=O)NC(C(=O)NC(C(=O)NC(C(=O)N1)CCCCN)CC2=CNC3=CC=CC=C32)CC4=CC=CC=C4)CC5=CC=CC=C5)CC(=O)N)CCCCN)NC(=O)CNC(=O)C(C)N)C(=O)O)CO)C(C)O)CC6=CC=CC=C6)O (somatostatin-14). Product: C[C@H]([C@H]1C(=O)N[C@H](C(=O)N[C@H](C(=O)N[C@H](C(=O)N[C@@H](CSSC[C@@H](C(=O)N[C@H](C(=O)N[C@H](C(=O)N[C@H](C(=O)N[C@H](C(=O)N[C@H](C(=O)N[C@H](C(=O)N1)CCCCN)CC2=CNC3=C2C=CC=C3)CC=4C=CC=CC4)CC=5C=CC=CC5)CC(=O)N)CCCCN)NC(=O)CNC(=O)[C@H](C)N)C(=O)O)CO)[C@@H](C)O)CC=6C=CC=CC6)O (somatostatin). RXN SMILES: [Cl-].[Na+].[CH3:3][CH:4]([OH:117])[CH:5]1[NH:53][C:51](=[O:52])[CH:50]([CH2:54][CH2:55][CH2:56][CH2:57][NH2:58])[NH:49][C:47](=[O:48])[CH:46]([CH2:59][C:60]2[C:68]3[C:63](=[CH:64][CH:65]=[CH:66][CH:67]=3)[NH:62][CH:61]=2)[NH:45][C:43](=[O:44])[CH:42]([CH2:69][C:70]2[CH:75]=[CH:74][CH:73]=[CH:72][CH:71]=2)[NH:41][C:39](=[O:40])[CH:38]([CH2:76][C:77]2[CH:82]=[CH:81][CH:80]=[CH:79][CH:78]=2)[NH:37][C:35](=[O:36])[CH:34]([CH2:83][C:84]([NH2:86])=[O:85])[NH:33][C:31](=[O:32])[CH:30]([CH2:87][CH2:88][CH2:89][CH2:90][NH2:91])[NH:29][C:27](=[O:28])[CH:26]([NH:92][C:93]([CH2:95][NH:96][C:97]([CH:99]([NH2:101])[CH3:100])=[O:98])=[O:94])[CH2:25][S:24][S:23][CH2:22][CH:21]([C:102]([OH:104])=[O:103])[NH:20][C:18](=[O:19])[CH:17]([CH2:105][OH:106])[NH:16][C:14](=[O:15])[CH:13]([CH:107]([OH:109])[CH3:108])[NH:12][C:10](=[O:11])[CH:9]([CH2:110][C:111]2[CH:116]=[CH:115][CH:114]=[CH:113][CH:112]=2)[NH:8][C:6]1=[O:7]>>[CH3:3][C@@H:4]([OH:117])[C@@H:5]1[NH:53][C:51](=[O:52])[C@H:50]([CH2:54][CH2:55][CH2:56][CH2:57][NH2:58])[NH:49][C:47](=[O:48])[C@H:46]([CH2:59][C:60]2[C:68]3[CH:67]=[CH:66][CH:65]=[CH:64][C:63]=3[NH:62][CH:61]=2)[NH:45][C:43](=[O:44])[C@H:42]([CH2:69][C:70]2[CH:75]=[CH:74][CH:73]=[CH:72][CH:71]=2)[NH:41][C:39](=[O:40])[C@H:38]([CH2:76][C:77]2[CH:78]=[CH:79][CH:80]=[CH:81][CH:82]=2)[NH:37][C:35](=[O:36])[C@H:34]([CH2:83][C:84]([NH2:86])=[O:85])[NH:33][C:31](=[O:32])[C@H:30]([CH2:87][CH2:88][CH2:89][CH2:90][NH2:91])[NH:29][C:27](=[O:28])[C@@H:26]([NH:92][C:93]([CH2:95][NH:96][C:97]([C@@H:99]([NH2:101])[CH3:100])=[O:98])=[O:94])[CH2:25][S:24][S:23][CH2:22][C@@H:21]([C:102]([OH:104])=[O:103])[NH:20][C:18](=[O:19])[C@H:17]([CH2:105][OH:106])[NH:16][C:14](=[O:15])[C@H:13]([C@H:107]([OH:109])[CH3:108])[NH:12][C:10](=[O:11])[C@H:9]([CH2:110][C:111]2[CH:112]=[CH:113][CH:114]=[CH:115][CH:116]=2)[NH:8][C:6]1=[O:7] |f:0.1|. Procedure details: A pharmaceutical composition of somatostatin was prepared in the form of eye drops by adding 125 μL of 0.9% sodium chloride to 5 mg of somatostatin-14. The reactants are C1(=CC=CC=C1)N=C=O (Phenylisocyanate), FC1=CC2=C(C(=NO2)C2CCN(CC2)CCCO)C=C1 (3-[4-(6-fluoro-1,2-benzisoxazol-3-yl)piperidino]propanol), Cl (hydrochloric acid). The solvent is C1(=CC=CC=C1)C (toluene), CCOCC (ether). Yields the product Cl.FC1=CC2=C(C(=NO2)C2CCN(CC2)CCCOC(NC2=CC=CC=C2)=O)C=C1 (4-(6-Fluoro-1,2-benzisoxazol-3-yl)-1-[3-(phenylcarbamoyloxy)propyl]piperidine, Hydrochloride). RXN SMILES: [C:1]1([N:7]=[C:8]=[O:9])[CH:6]=[CH:5][CH:4]=[CH:3][CH:2]=1.[F:10][C:11]1[CH:29]=[CH:28][C:14]2[C:15]([CH:18]3[CH2:23][CH2:22][N:21]([CH2:24][CH2:25][CH2:26][OH:27])[CH2:20][CH2:19]3)=[N:16][O:17][C:13]=2[CH:12]=1.[ClH:30]>C1(C)C=CC=CC=1.CCOCC>[ClH:30].[F:10][C:11]1[CH:29]=[CH:28][C:14]2[C:15]([CH:18]3[CH2:23][CH2:22][N:21]([CH2:24][CH2:25][CH2:26][O:27][C:8](=[O:9])[NH:7][C:1]4[CH:6]=[CH:5][CH:4]=[CH:3][CH:2]=4)[CH2:20][CH2:19]3)=[N:16][O:17][C:13]=2[CH:12]=1 |f:5.6|. Procedure details: Phenylisocyanate (0.36 g, 3 mmol) and 3-[4-(6-fluoro-1,2-benzisoxazol-3-yl)piperidino]propanol (0.3 g, 1.1 mmol) was refluxed in toluene (25 ml) for 6 h. The mixture was cooled to room temperature and hydrochloric acid in ether was added. The resulting precipitate was recrystallized from ethanol/ether and isopropanol/ether to give 180 mg of the title compound as white crystals. M.p. 204.5°-205.5° C. MS (70 eV): m/z 397 (39%, M+), 278 (4), 259 (26), 233 (50), 178 (28), 96 (100). Reactants: CN(C)C=O, O, COc1c(C)csc1-c1nc(C)c(-c2cccnc2)n1O, CCOP(OCC)OCC. The product is COc1c(C)csc1-c1nc(C)c(-c2cccnc2)[nH]1. RXN SMILES: [CH3:33][N:34]([CH3:35])[CH:36]=[O:37].[OH2:32].[OH:1][n:2]1[c:3](-[c:14]2[s:15][cH:16][c:17]([CH3:21])[c:18]2[O:19][CH3:20])[n:4][c:5]([CH3:13])[c:6]1-[c:7]1[cH:8][n:9][cH:10][cH:11][cH:12]1.[P:22]([O:23][CH2:24][CH3:25])([O:26][CH2:27][CH3:28])[O:29][CH2:30][CH3:31]>>[nH:2]1[c:3](-[c:14]2[s:15][cH:16][c:17]([CH3:21])[c:18]2[O:19][CH3:20])[n:4][c:5]([CH3:13])[c:6]1-[c:7]1[cH:8][n:9][cH:10][cH:11][cH:12]1.